Dataset: the Open Reaction Database (ORD), a public repository of structured organic reaction records. Task: describe an organic reaction: reactants, conditions, products, and yield Solvent: CO (methanol). The reactants are C(C)(=O)C1=CC2=C(CCC3=CC(N(N=C23)C2=CC=C(C=C2)C)=O)S1 (8-acetyl-5,6-dihydro-2-(4-methylphenyl)thieno-[2,3-h]cinnolin-3(2H)-one), [BH4-].[Na+] (sodium borohydride). RXN SMILES: [C:1]([C:4]1[S:24][C:7]2[CH2:8][CH2:9][C:10]3[C:15]([C:6]=2[CH:5]=1)=[N:14][N:13]([C:16]1[CH:21]=[CH:20][C:19]([CH3:22])=[CH:18][CH:17]=1)[C:12](=[O:23])[CH:11]=3)(=[O:3])[CH3:2].[BH4-].[Na+]>CO>[OH:3][CH:1]([C:4]1[S:24][C:7]2[CH2:8][CH2:9][C:10]3[C:15]([C:6]=2[CH:5]=1)=[N:14][N:13]([C:16]1[CH:17]=[CH:18][C:19]([CH3:22])=[CH:20][CH:21]=1)[C:12](=[O:23])[CH:11]=3)[CH3:2] |f:1.2|. Yields the product OC(C)C1=CC2=C(CCC3=CC(N(N=C23)C2=CC=C(C=C2)C)=O)S1 (8-(1-hydroxyethyl)-5,6-dihydro-2-(4-methylphenyl)thieno-[2,3-h]cinnolin-3(2H)-one). The yield is 49.7%. Procedure: To a suspension of 600 mg of 8-acetyl-5,6-dihydro-2-(4-methylphenyl)thieno-[2,3-h]cinnolin-3(2H)-one in 100 ml of methanol was added 70 mg of sodium borohydride with stirring under ice-cooling. The mixture was stirred for 3 hours and poured into ice-cold water and then extracted with chloroform. The extract was washed with brine, dried over anhydrous magnesium sulfate and concentrated in vacuo. The residue was chromatographed on a silica gel (SiO2 :20 g) column using a mixed solvent of chlorofor... Starting materials: CCn1cc(C(=O)O)c(=O)c2c(F)c(F)c(F)c(F)c21, C1COCCN1, CN1CCCC1=O. Product: CCn1cc(C(=O)O)c(=O)c2c(F)c(F)c(N3CCOCC3)c(F)c21. RXN SMILES: [CH2:1]([CH3:2])[n:3]1[cH:4][c:5]([C:18](=[O:19])[OH:20])[c:6](=[O:17])[c:7]2[c:8]([F:16])[c:9]([F:15])[c:10]([F:14])[c:11]([F:13])[c:12]12.[CH2:21]1[CH2:22][O:23][CH2:24][CH2:25][NH:26]1.[CH3:27][N:28]1[CH2:29][CH2:30][CH2:31][C:32]1=[O:33]>>[CH2:1]([CH3:2])[n:3]1[cH:4][c:5]([C:18](=[O:19])[OH:20])[c:6](=[O:17])[c:7]2[c:8]([F:16])[c:9]([F:15])[c:10]([N:26]3[CH2:21][CH2:22][O:23][CH2:24][CH2:25]3)[c:11]([F:13])[c:12]12. RXN SMILES: [Cl:30][C:31](=[O:32])[O:33][c:34]1[cH:35][cH:36][c:37]([N+:38]([O-:39])=[O:40])[cH:41][cH:42]1.[Cl:49][CH2:50][Cl:51].[NH2:1][c:2]1[cH:3][cH:4][c:5]([C:6](=[O:7])[N:8]2[CH2:9][CH2:10][N:11]([CH2:14][c:15]3[cH:16][c:17]([C:18](=[O:19])[NH:20][C:21]([CH3:22])([CH3:23])[CH3:24])[cH:25][cH:26][cH:27]3)[CH2:12][CH2:13]2)[cH:28][cH:29]1.[o:43]1[n:44][c:45]([NH2:48])[cH:46][cH:47]1>>[NH:1]([c:2]1[cH:3][cH:4][c:5]([C:6](=[O:7])[N:8]2[CH2:9][CH2:10][N:11]([CH2:14][c:15]3[cH:16][c:17]([C:18](=[O:19])[NH:20][C:21]([CH3:22])([CH3:23])[CH3:24])[cH:25][cH:26][cH:27]3)[CH2:12][CH2:13]2)[cH:28][cH:29]1)[C:31](=[O:32])[NH:48][c:45]1[n:44][o:43][cH:47][cH:46]1. Starting materials: O=C(Cl)Oc1ccc([N+](=O)[O-])cc1, ClCCl, CC(C)(C)NC(=O)c1cccc(CN2CCN(C(=O)c3ccc(N)cc3)CC2)c1, Nc1ccon1. Product: CC(C)(C)NC(=O)c1cccc(CN2CCN(C(=O)c3ccc(NC(=O)Nc4ccon4)cc3)CC2)c1. Reactants: NC1=C(C(=O)N)C=C(C=C1[N+](=O)[O-])[N+](=O)[O-] (2-amino-3,5-dinitrobenzamide), OS(=O)(=O)O.O=S(=O)=O (oleum), S(=O)(=O)=O (sulfur trioxide), [N+](=O)(O)[O-] (nitric acid), C1=2C(=O)OC(NC1=CC=CC2)=O (isatoic anhydride), [N+](=O)(O)[O-] (nitric acid). Product: [N+](=O)([O-])C1=C2C(C(=O)OC(N2)=O)=CC(=C1)[N+](=O)[O-] (3,5-dinitroisatoic anhydride). RXN SMILES: [NH2:1][C:2]1[C:10]([N+:11]([O-:13])=[O:12])=[CH:9][C:8]([N+:14]([O-:16])=[O:15])=[CH:7][C:3]=1[C:4](N)=[O:5].C12C(=CC=CC=1)NC(=O)[O:20][C:18]2=[O:19].[N+]([O-])(O)=O.OS(O)(=O)=O.O=S(=O)=O.S(=O)(=O)=O>>[N+:11]([C:10]1[CH:9]=[C:8]([N+:14]([O-:16])=[O:15])[CH:7]=[C:3]2[C:4]([O:20][C:18](=[O:19])[NH:1][C:2]=12)=[O:5])([O-:13])=[O:12] |f:3.4|. Procedure: A process for the manufacture of 2-amino-3,5-dinitrobenzamide which comprises nitrating at -20° C. to 80° C. isatoic anhydride dissolved in an inert organic solvent with an acid mixture consisting of 85-100% strength nitric acid and oleum, said acid mixture containing 0.5 to 20 moles of sulfur trioxide per mole of nitric acid, to produce 3,5-dinitroisatoic anhydride, allowing the reaction mixture to separate into an organic phase and an acid phase containing the 3,5-dinitroisatoic anhydride, add... The product is CC(C)(C)C=1SC(=C(N1)C=1C=C(C=CC1)NS(=O)(=O)C1=C(C=CC(=C1)F)F)C1=NC(=NC=C1)NCC(C)C (N-[3-(2-(1,1-Dimethylethyl)-5-{2-[(2-methylpropyl)amino]-4-pyrimidinyl}-1,3-thiazol-4-yl)phenyl]-2,5-difluorobenzenesulfonamide), solid. Starting materials: ClC1=NC=CC(=N1)C1=C(N=C(S1)C(C)(C)C)C=1C=C(C=CC1)NS(=O)(=O)C1=C(C=CC(=C1)F)F (N-{3-[5-(2-chloro-4-pyrimidinyl)-2-(1,1-dimethylethyl)-1,3-thiazol-4-yl]phenyl}-2,5-difluorobenzenesulfonamide), C(C(C)C)N (isobutylamine). Procedure: A suspension of N-{3-[5-(2-chloro-4-pyrimidinyl)-2-(1,1-dimethylethyl)-1,3-thiazol-4-yl]phenyl}-2,5-difluorobenzenesulfonamide (150 mg, 0.288 mmol) and isobutylamine (1 mL, 10.06 mmol) was stirred at rt overnight. The reaction mixture was diluted with DCM and washed with dilute aqueous HCl. The DCM extract was dried over MgSO4, filtered, evaporated onto silica gel and chromatographed (0-20% MeOH in DCM). The title compound was obtained as a yellow solid (75 mg, 44% yield). 1H NMR (400 MHz, DMSO-... The solvent is C(Cl)Cl (DCM). Reaction conditions: time 8 hour. Reaction SMILES: Cl[C:2]1[N:7]=[C:6]([C:8]2[S:12][C:11]([C:13]([CH3:16])([CH3:15])[CH3:14])=[N:10][C:9]=2[C:17]2[CH:18]=[C:19]([NH:23][S:24]([C:27]3[CH:32]=[C:31]([F:33])[CH:30]=[CH:29][C:28]=3[F:34])(=[O:26])=[O:25])[CH:20]=[CH:21][CH:22]=2)[CH:5]=[CH:4][N:3]=1.[CH2:35]([NH2:39])[CH:36]([CH3:38])[CH3:37]>C(Cl)Cl>[CH3:14][C:13]([C:11]1[S:12][C:8]([C:6]2[CH:5]=[CH:4][N:3]=[C:2]([NH:39][CH2:35][CH:36]([CH3:38])[CH3:37])[N:7]=2)=[C:9]([C:17]2[CH:18]=[C:19]([NH:23][S:24]([C:27]3[CH:32]=[C:31]([F:33])[CH:30]=[CH:29][C:28]=3[F:34])(=[O:26])=[O:25])[CH:20]=[CH:21][CH:22]=2)[N:10]=1)([CH3:16])[CH3:15]. The yield is 44.0%. Starting materials: S=c1[nH]c2ccc(Cc3ccccc3)cc2[nH]1, CN(C)CCCl, CO, Cl, [Na+], O=C([O-])O. Yields the product CN(C)CCSc1nc2ccc(Cc3ccccc3)cc2[nH]1, Cl, Cl. Reaction SMILES: [CH2:1]([c:2]1[cH:3][cH:4][cH:5][cH:6][cH:7]1)[c:8]1[cH:9][c:10]2[c:11]([nH:12][c:13](=[S:15])[nH:14]2)[cH:16][cH:17]1.[CH3:19][N:20]([CH2:21][CH2:22][Cl:23])[CH3:24].[CH3:30][OH:31].[ClH:18].[Na+:25].[OH:26][C:27](=[O:28])[O-:29]>>[CH2:1]([c:2]1[cH:3][cH:4][cH:5][cH:6][cH:7]1)[c:8]1[cH:9][c:10]2[c:11]([n:12][c:13]([S:15][CH2:22][CH2:21][N:20]([CH3:19])[CH3:24])[nH:14]2)[cH:16][cH:17]1.[ClH:18].[ClH:23]. The reactants are ClC1=C(C=CC=C1)I (1-chloro-2-iodo-benzene), COC(C1=CC(=CC=C1)CN(C(C#CC1=CC=CC=C1)=O)C1=CC=CC=C1)=O (3-{[phenyl-(3-phenyl propynoyl)-amino]-methyl}-benzoic acid methyl ester). The product is COC(C1=CC(=CC=C1)CN1C(/C(/C2=CC=CC=C12)=C(\C1=CC=CC=C1)/C1=C(C=CC=C1)Cl)=O)=O (3-{3-[1-(2-Chloro-phenyl)-1-phenyl-meth-(E)-ylidene]-2-oxo-2,3-dihydro-indol-1-ylmethyl}-benzoic acid methyl ester). RXN SMILES: [Cl:1][C:2]1[CH:7]=[CH:6][CH:5]=[CH:4][C:3]=1I.[CH3:9][O:10][C:11](=[O:36])[C:12]1[CH:17]=[CH:16][CH:15]=[C:14]([CH2:18][N:19]([C:30]2[CH:35]=[CH:34][CH:33]=[CH:32][CH:31]=2)[C:20](=[O:29])[C:21]#[C:22][C:23]2[CH:28]=[CH:27][CH:26]=[CH:25][CH:24]=2)[CH:13]=1>>[CH3:9][O:10][C:11](=[O:36])[C:12]1[CH:17]=[CH:16][CH:15]=[C:14]([CH2:18][N:19]2[C:30]3[C:35](=[CH:34][CH:33]=[CH:32][CH:31]=3)/[C:21](=[C:22](\[C:3]3[CH:4]=[CH:5][CH:6]=[CH:7][C:2]=3[Cl:1])/[C:23]3[CH:24]=[CH:25][CH:26]=[CH:27][CH:28]=3)/[C:20]2=[O:29])[CH:13]=1. Reported procedure: The title compound was prepared in analogy to Example 5 starting from 1-chloro-2-iodo-benzene (commercially available) and 3-{[phenyl-(3-phenyl propynoyl)-amino]-methyl}-benzoic acid methyl ester. 1H NMR (CDCl3, 300 MHz) δppm 8.01 (s, 1H), 7.92 (d, 1H), 7.50-7.52 (m, 4H), 7.37-7.42 (m, 7H), 7.07 (t, 1H), 6.62-6.69 (m, 1H), 6.05 (d, 1H), 4.96 (dd, 2H), 3.91 (s, 3H). Reactants: COC(CC1=C2C(=C(C(=NC2=C(C=C1)Cl)OC(F)F)CC1=CC=C(C=C1)S(=O)(=O)C)C)=O ([8-chloro-2-difluoromethoxy-3-(4-methanesulfonylbenzyl)-4-methylquinolin-5-yl]acetic acid methyl ester), CO (methanol), [OH-].[Li+] (lithium hydroxide), O (water). The solvent is C(C)(=O)O (acetic acid). Reaction conditions: time 2 hour. The product is ClC=1C=CC(=C2C(=C(C(=NC12)OC(F)F)CC1=CC=C(C=C1)S(=O)(=O)C)C)CC(=O)O ([8-chloro-2-difluoromethoxy-3-(4-methanesulfonylbenzyl)-4-methylquinolin-5-yl]acetic Acid). Reaction SMILES: C[O:2][C:3](=[O:32])[CH2:4][C:5]1[CH:14]=[CH:13][C:12]([Cl:15])=[C:11]2[C:6]=1[C:7]([CH3:31])=[C:8]([CH2:20][C:21]1[CH:26]=[CH:25][C:24]([S:27]([CH3:30])(=[O:29])=[O:28])=[CH:23][CH:22]=1)[C:9]([O:16][CH:17]([F:19])[F:18])=[N:10]2.CO.[OH-].[Li+].O>C(O)(=O)C>[Cl:15][C:12]1[CH:13]=[CH:14][C:5]([CH2:4][C:3]([OH:32])=[O:2])=[C:6]2[C:11]=1[N:10]=[C:9]([O:16][CH:17]([F:19])[F:18])[C:8]([CH2:20][C:21]1[CH:22]=[CH:23][C:24]([S:27]([CH3:30])(=[O:29])=[O:28])=[CH:25][CH:26]=1)=[C:7]2[CH3:31] |f:2.3|. Procedure details: A solution of [8-chloro-2-difluoromethoxy-3-(4-methanesulfonylbenzyl)-4-methylquinolin-5-yl]acetic acid methyl ester (0.030 g), methanol (2.0 mL), saturated aqueous lithium hydroxide solution (0.20 mL) and water (0.40 mL) was stirred at room temperature for 2.5 hours and then at 40° C. for 2 hours. The pH of the solution was adjusted to 5 by the addition of glacial acetic acid and the solvent removed under reduced pressure. The residue was diluted with water and the solid collected by filtration... The reactants are CC(=O)O, CCOC(=O)CC(=O)COCCCl, CC(=O)O, CC(C)O, O=Cc1ccccc1Cl, C1CCNCC1. Product: CCOC(=O)C(=Cc1ccccc1Cl)C(=O)COCCCl. RXN SMILES: [C:31]([OH:32])(=[O:33])[CH3:34].[CH2:10]([CH3:11])[O:12][C:13]([CH2:14][C:15](=[O:16])[CH2:17][O:18][CH2:19][CH2:20][Cl:21])=[O:22].[CH3:23][C:24](=[O:25])[OH:26].[CH:27]([OH:28])([CH3:29])[CH3:30].[Cl:1][c:2]1[c:3]([CH:4]=[O:5])[cH:6][cH:7][cH:8][cH:9]1.[NH:35]1[CH2:36][CH2:37][CH2:38][CH2:39][CH2:40]1>>[Cl:1][c:2]1[c:3]([CH:4]=[C:14]([C:13]([O:12][CH2:10][CH3:11])=[O:22])[C:15](=[O:16])[CH2:17][O:18][CH2:19][CH2:20][Cl:21])[cH:6][cH:7][cH:8][cH:9]1.